Dataset: the Open Reaction Database (ORD), a public repository of structured organic reaction records. Task: describe an organic reaction: reactants, conditions, products, and yield Starting materials: C(#N)C=1C=C(C=CC1OC(C)C)C1=NC(=NO1)C1=C2CC[C@@H](C2=CC=C1)NS(=O)(=O)CC(=O)O ((S)-2-(N-(4-(5-(3-cyano-4-isopropoxyphenyl)-1,2,4-oxadiazol-3-yl)-2,3-dihydro-1H-inden-1-yl)sulfamoyl)acetic acid), ON1N=NC2=C1C=CC=C2 (N-hydroxybenzotriazole), C(CCl)Cl (EDC), CNC (dimethylamine). The solvent is CN(C)C=O (DMF), O (water). Conditions: time 5 minute. Product: C(#N)C=1C=C(C=CC1OC(C)C)C1=NC(=NO1)C1=C2CC[C@@H](C2=CC=C1)NS(=O)(=O)CC(=O)N(C)C ((S)-2-(N-(4-(5-(3-cyano-4-isopropoxyphenyl)-1,2,4-oxadiazol-3-yl)-2,3-dihydro-1H-inden-1-yl)sulfamoyl)-N,N-dimethylacetamide). Isolated yield 70.6%. As a reaction SMILES: [C:1]([C:3]1[CH:4]=[C:5]([C:13]2[O:17][N:16]=[C:15]([C:18]3[CH:26]=[CH:25][CH:24]=[C:23]4[C:19]=3[CH2:20][CH2:21][C@@H:22]4[NH:27][S:28]([CH2:31][C:32](O)=[O:33])(=[O:30])=[O:29])[N:14]=2)[CH:6]=[CH:7][C:8]=1[O:9][CH:10]([CH3:12])[CH3:11])#[N:2].ON1C2C=CC=CC=2N=N1.C(Cl)CCl.[CH3:49][NH:50][CH3:51]>CN(C=O)C.O>[C:1]([C:3]1[CH:4]=[C:5]([C:13]2[O:17][N:16]=[C:15]([C:18]3[CH:26]=[CH:25][CH:24]=[C:23]4[C:19]=3[CH2:20][CH2:21][C@@H:22]4[NH:27][S:28]([CH2:31][C:32]([N:50]([CH3:51])[CH3:49])=[O:33])(=[O:29])=[O:30])[N:14]=2)[CH:6]=[CH:7][C:8]=1[O:9][CH:10]([CH3:12])[CH3:11])#[N:2]. Procedure details: Prepared using General Procedure 19: To a stirred solution of (S)-2-(N-(4-(5-(3-cyano-4-isopropoxyphenyl)-1,2,4-oxadiazol-3-yl)-2,3-dihydro-1H-inden-1-yl)sulfamoyl)acetic acid 71 (48 mg, 0.1 mmol) in DMF (0.4 mL) was added N-hydroxybenzotriazole (46 mg, 0.3 mmol) and EDC (57 mg, 0.3 mmol). After 5 min, dimethylamine (40 wt % solution in water, 34 μL, 0.3 mmol) was added and the reaction mixture was stirred 18 h at room temperature. The reaction was added dropwise to water (20 mL) and the solid w... Procedure details: Into a 100-mL round-bottom flask, was placed methyl 6-fluoro-2-(3,4,5-trimethoxyphenyl)quinazoline-4-carboxylate (1.0 g, 2.69 mmol, 1.00 equiv), tetrahydrofuran (10 mL) and sodium hydroxide (10 mL, 20%). The resulting solution was stirred for 0.5 h at room temperature. The resulting mixture was concentrated under vacuum. The resulting solution was diluted with 100 mL of dichloromethane. The pH value of the solution was adjusted to 2 with hydrogen chloride (20%). The solids were collected by filt... Conditions: time 0.5 hour. Reaction SMILES: [F:1][C:2]1[CH:3]=[C:4]2[C:9](=[CH:10][CH:11]=1)[N:8]=[C:7]([C:12]1[CH:17]=[C:16]([O:18][CH3:19])[C:15]([O:20][CH3:21])=[C:14]([O:22][CH3:23])[CH:13]=1)[N:6]=[C:5]2[C:24]([O:26]C)=[O:25].[OH-].[Na+]>O1CCCC1>[F:1][C:2]1[CH:3]=[C:4]2[C:9](=[CH:10][CH:11]=1)[N:8]=[C:7]([C:12]1[CH:17]=[C:16]([O:18][CH3:19])[C:15]([O:20][CH3:21])=[C:14]([O:22][CH3:23])[CH:13]=1)[N:6]=[C:5]2[C:24]([OH:26])=[O:25] |f:1.2|. The product is FC=1C=C2C(=NC(=NC2=CC1)C1=CC(=C(C(=C1)OC)OC)OC)C(=O)O (6-fluoro-2-(3,4,5-trimethoxyphenyl)quinazoline-4-carboxylic acid). Run in O1CCCC1 (tetrahydrofuran). Reactants: FC=1C=C2C(=NC(=NC2=CC1)C1=CC(=C(C(=C1)OC)OC)OC)C(=O)OC (methyl 6-fluoro-2-(3,4,5-trimethoxyphenyl)quinazoline-4-carboxylate), [OH-].[Na+] (sodium hydroxide). Reactants: C(C)OC=1C=C(C=CC1OCC)C=1SC=C(N1)C1=CC(=C(C(=C1)C=CC(=O)OCC)OCOC)C(=O)OCOC (2-(3,4-diethoxyphenyl)-4-[3-methoxymethoxycarbonyl-4-methoxymethoxy-5-(2-ethoxycarbonylvinyl)phenyl]thiazole), Cl (hydrochloric acid), [OH-].[Na+] (sodium hydroxide). Solvent: C(C)O (ethanol). Conditions: temperature 60 celsius, time 1 hour. Product: C(C)OC=1C=C(C=CC1OCC)C=1SC=C(N1)C1=CC(=C(C(=C1)C=CC(=O)O)O)C(=O)O (2-(3,4-diethoxyphenyl)-4-[3-carboxy-4-hydroxy-5-(2-carboxyvinyl)phenyl]thiazole). Yield: 61.0%. RXN SMILES: [CH2:1]([O:3][C:4]1[CH:5]=[C:6]([C:13]2[S:14][CH:15]=[C:16]([C:18]3[CH:23]=[C:22]([CH:24]=[CH:25][C:26]([O:28]CC)=[O:27])[C:21]([O:31]COC)=[C:20]([C:35]([O:37]COC)=[O:36])[CH:19]=3)[N:17]=2)[CH:7]=[CH:8][C:9]=1[O:10][CH2:11][CH3:12])[CH3:2].Cl.[OH-].[Na+]>C(O)C>[CH2:1]([O:3][C:4]1[CH:5]=[C:6]([C:13]2[S:14][CH:15]=[C:16]([C:18]3[CH:23]=[C:22]([CH:24]=[CH:25][C:26]([OH:28])=[O:27])[C:21]([OH:31])=[C:20]([C:35]([OH:37])=[O:36])[CH:19]=3)[N:17]=2)[CH:7]=[CH:8][C:9]=1[O:10][CH2:11][CH3:12])[CH3:2] |f:2.3|. Procedure details: In 10 ml of ethanol was dissolved 350 mg of 2-(3,4-diethoxyphenyl)-4-[3-methoxymethoxycarbonyl-4-methoxymethoxy-5-(2-ethoxycarbonylvinyl)phenyl]thiazole. Thereto was added 0.2 ml of 10% hydrochloric acid. The mixture was stirred at 60° C. for 1 hour with heating. Thereto was added 1 ml of 10% sodium hydroxide. The mixture was refluxed for 4 hours with heating. The solvent was removed from the reaction mixture by distillation. The residue was mixed with 15 ml of water. The mixture was made weakly... The reactants are BrC1=CC(=C(C=C1)[N+](=O)[O-])OC(C)C (4-bromo-1-nitro-2-(propan-2-yloxy)benzene), N1=CC=C(C=C1)B(O)O (4-pyridylboronic acid), C([O-])([O-])=O.[Na+].[Na+] (sodium carbonate). Reagents/catalysts: Cl[Pd]([P](C1=CC=CC=C1)(C2=CC=CC=C2)C3=CC=CC=C3)([P](C4=CC=CC=C4)(C5=CC=CC=C5)C6=CC=CC=C6)Cl (bis(triphenylphosphine)dichloropalladium). Solvent: O1CCOCC1 (dioxane), O (water), C(C)(=O)OCC (ethyl acetate), O (water). The product is [N+](=O)([O-])C1=C(C=C(C=C1)C1=CC=NC=C1)OC(C)C (4-[4-nitro-3-(propan-2-yloxy)phenyl]pyridine). The yield is 74.0%. RXN SMILES: Br[C:2]1[CH:7]=[CH:6][C:5]([N+:8]([O-:10])=[O:9])=[C:4]([O:11][CH:12]([CH3:14])[CH3:13])[CH:3]=1.[N:15]1[CH:20]=[CH:19][C:18](B(O)O)=[CH:17][CH:16]=1.C(=O)([O-])[O-].[Na+].[Na+]>O1CCOCC1.O.C(OCC)(=O)C.Cl[Pd](Cl)([P](C1C=CC=CC=1)(C1C=CC=CC=1)C1C=CC=CC=1)[P](C1C=CC=CC=1)(C1C=CC=CC=1)C1C=CC=CC=1>[N+:8]([C:5]1[CH:6]=[CH:7][C:2]([C:18]2[CH:19]=[CH:20][N:15]=[CH:16][CH:17]=2)=[CH:3][C:4]=1[O:11][CH:12]([CH3:14])[CH3:13])([O-:10])=[O:9] |f:2.3.4,^1:45,64|. Reported procedure: A mixture of 10.0 g of 4-bromo-1-nitro-2-(propan-2-yloxy)benzene, 5.78 g of 4-pyridylboronic acid, 12.2 g of sodium carbonate and 1.0 g of bis(triphenylphosphine)dichloropalladium, in 200 ml of dioxane and 35 ml of water, is heated at 110° C. (bath) for 9 h. The mixture is diluted with ethyl acetate and water. The aqueous phase is extracted twice with ethyl acetate and then with dichloromethane. The combined organic phases are dried over magnesium sulfate and concentrated under vacuum. The resid... The reactants are CCCCCN1CCNCC1, CCO, O=C1OC(=O)C2CC12. The product is CCCCCN1CCN(C(=O)C2CC2C(=O)O)CC1. RXN SMILES: [CH2:1]([CH2:2][CH2:3][CH2:4][CH3:5])[N:6]1[CH2:7][CH2:8][NH:9][CH2:10][CH2:11]1.[CH3:20][CH2:21][OH:22].[CH:12]12[C:13](=[O:19])[O:14][C:15](=[O:18])[CH:16]1[CH2:17]2>>[CH2:1]([CH2:2][CH2:3][CH2:4][CH3:5])[N:6]1[CH2:7][CH2:8][N:9]([C:15]([CH:16]2[CH:12]([C:13](=[O:14])[OH:19])[CH2:17]2)=[O:18])[CH2:10][CH2:11]1. Starting materials: FC1=C(C=CC(=C1F)C#N)O (2,3-Difluoro-4-cyanophenol), [O-]CC.[Na+] (sodium ethoxide), C(CCCC)C1=CC=C(CCl)C=C1 (p-pentylbenzyl chloride). The solvent is C(C)O (ethanol), C(C)O (ethanol). The product is C(CCCC)C1=CC=C(COC2=C(C(=C(C#N)C=C2)F)F)C=C1 (4-(4-pentylbenzyloxy)-2,3-difluorobenzonitrile). Reaction SMILES: [CH2:1]([C:6]1[CH:13]=[CH:12][C:9]([CH2:10]Cl)=[CH:8][CH:7]=1)[CH2:2][CH2:3][CH2:4][CH3:5].[F:14][C:15]1[C:20]([F:21])=[C:19]([C:22]#[N:23])[CH:18]=[CH:17][C:16]=1[OH:24].[O-]CC.[Na+]>C(O)C>[CH2:1]([C:6]1[CH:13]=[CH:12][C:9]([CH2:10][O:24][C:16]2[CH:17]=[CH:18][C:19]([C:22]#[N:23])=[C:20]([F:21])[C:15]=2[F:14])=[CH:8][CH:7]=1)[CH2:2][CH2:3][CH2:4][CH3:5] |f:2.3|. Procedure: A mixture of 0.12 mole of p-pentylbenzyl chloride and 20 ml of ethanol is added to a mixture of 0.1 mole of 2,3-difluoro-4-cyanophenol (prepared as in Example 1) and 0.1 mole of sodium ethoxide in 60 ml of ethanol, and the mixture is heated at the boil for 5 hours. After the ethanol has been distilled off, the reaction mixture is allowed to cool and is poured onto 15 ml of 5% aqueous sodium hydroxide solution. Working up in the customary manner gives 4-(4-pentylbenzyloxy)-2,3-difluorobenzonitril...